This data is from the Open Reaction Database (ORD), a public repository of structured organic reaction records. The task is: describe an organic reaction: reactants, conditions, products, and yield Starting materials: COC=1C=C2C(=NC=NC2=CC1OC)OC1=CC(=C(N)C=C1)[N+](=O)[O-] (4-[(6,7-dimethoxy-4-quinazolinyl)oxy]-2-nitroaniline), C(O)([O-])=O.[Na+] (sodium hydrogencarbonate), ClC(Cl)(OC(OC(Cl)(Cl)Cl)=O)Cl (Triphosgene), CC1=C(CN2CC(CC2)N)C=CC=C1 (1-(2-Methylbenzyl)-3-pyrrolidinamine). Run in C(C)N(CC)CC (triethylamine), C(Cl)(Cl)Cl (Chloroform). Conditions: time 30 minute. Product: COC=1C=C2C(=NC=NC2=CC1OC)OC1=CC(=C(C=C1)NC(=O)NC1CN(CC1)CC1=C(C=CC=C1)C)[N+](=O)[O-] (N-{4-[(6,7-Dimethoxy-4-quinazolinyl)oxy]-2-nitrophenyl}-N′-[1-(2-methylbenzyl)tetrahydro-1H-3-pyrrolyl]urea). Yield: 23.3%. RXN SMILES: [CH3:1][O:2][C:3]1[CH:4]=[C:5]2[C:10](=[CH:11][C:12]=1[O:13][CH3:14])[N:9]=[CH:8][N:7]=[C:6]2[O:15][C:16]1[CH:22]=[CH:21][C:19]([NH2:20])=[C:18]([N+:23]([O-:25])=[O:24])[CH:17]=1.ClC(Cl)(O[C:30](=[O:36])OC(Cl)(Cl)Cl)Cl.[CH3:38][C:39]1[CH:51]=[CH:50][CH:49]=[CH:48][C:40]=1[CH2:41][N:42]1[CH2:46][CH2:45][CH:44]([NH2:47])[CH2:43]1.C(=O)([O-])O.[Na+]>C(N(CC)CC)C.C(Cl)(Cl)Cl>[CH3:1][O:2][C:3]1[CH:4]=[C:5]2[C:10](=[CH:11][C:12]=1[O:13][CH3:14])[N:9]=[CH:8][N:7]=[C:6]2[O:15][C:16]1[CH:22]=[CH:21][C:19]([NH:20][C:30]([NH:47][CH:44]2[CH2:45][CH2:46][N:42]([CH2:41][C:40]3[CH:48]=[CH:49][CH:50]=[CH:51][C:39]=3[CH3:38])[CH2:43]2)=[O:36])=[C:18]([N+:23]([O-:25])=[O:24])[CH:17]=1 |f:3.4|. Procedure details: Chloroform (13 ml) and triethylamine (2 ml) were added to 4-[(6,7-dimethoxy-4-quinazolinyl)oxy]-2-nitroaniline (100 mg) to prepare a solution. Triphosgene (96 mg) was added to the solution, and the mixture was stirred at room temperature for 30 min. 1-(2-Methylbenzyl)-3-pyrrolidinamine (83 mg) was then added thereto, and the mixture was stirred at room temperature overnight. A saturated aqueous sodium hydrogencarbonate solution was added to the reaction solution, and the mixture was extracted wi...